describe an organic reaction: reactants, conditions, products, and yield From a dataset of the Open Reaction Database (ORD), a public repository of structured organic reaction records. Reactants: CCOC(=O)CC1OB(O)c2cc(Oc3ncc(NC(=O)OC(C)(C)C)s3)cc(C)c21, C1CCOC1, Cl, [Li+], [OH-], O. The product is Cc1cc(Oc2ncc(NC(=O)OC(C)(C)C)s2)cc2c1C(CC(=O)O)OB2O. RXN SMILES: [CH2:1]([CH3:2])[O:3][C:4]([CH2:5][CH:6]1[c:7]2[c:8]([cH:12][c:13]([O:17][c:18]3[s:19][c:20]([NH:23][C:24](=[O:25])[O:26][C:27]([CH3:28])([CH3:29])[CH3:30])[cH:21][n:22]3)[cH:14][c:15]2[CH3:16])[B:9]([OH:11])[O:10]1)=[O:31].[CH2:35]1[O:36][CH2:37][CH2:38][CH2:39]1.[ClH:34].[Li+:33].[OH-:32].[OH2:40]>>[O:3]=[C:4]([CH2:5][CH:6]1[c:7]2[c:8]([cH:12][c:13]([O:17][c:18]3[s:19][c:20]([NH:23][C:24](=[O:25])[O:26][C:27]([CH3:28])([CH3:29])[CH3:30])[cH:21][n:22]3)[cH:14][c:15]2[CH3:16])[B:9]([OH:11])[O:10]1)[OH:31].